Dataset: the Open Reaction Database (ORD), a public repository of structured organic reaction records. Task: describe an organic reaction: reactants, conditions, products, and yield Reactants: CS(=O)(=O)OCCC=1OC2=C(C1)C=C(C=C2)C2=CC=C(C=C2)C#N (2-[5-(4-cyanophenyl)-1-benzofuran-2-yl]ethyl methanesulfonate), C(C)NCC (diethylamine). The product is C(C)N(CCC=1OC2=C(C1)C=C(C=C2)C2=CC=C(C#N)C=C2)CC (4-{2-[2-(diethylamino)ethyl]-1-benzofuran-5-yl}benzonitrile). As a reaction SMILES: CS(O[CH2:6][CH2:7][C:8]1[O:9][C:10]2[CH:16]=[CH:15][C:14]([C:17]3[CH:22]=[CH:21][C:20]([C:23]#[N:24])=[CH:19][CH:18]=3)=[CH:13][C:11]=2[CH:12]=1)(=O)=O.[CH2:25]([NH:27][CH2:28][CH3:29])[CH3:26]>>[CH2:25]([N:27]([CH2:28][CH3:29])[CH2:6][CH2:7][C:8]1[O:9][C:10]2[CH:16]=[CH:15][C:14]([C:17]3[CH:22]=[CH:21][C:20]([C:23]#[N:24])=[CH:19][CH:18]=3)=[CH:13][C:11]=2[CH:12]=1)[CH3:26]. Procedure details: The product from Example 1C and diethylamine were processed as described in Example 1D to provide the titled compound. 1H NMR (300 MHz, CD3OD) δ 7.75 (m, 1H), 7.80 (m, 4H), 7.60 (m, 2H), 6.85 (s, 1H), 3.6 (t, J=7.5 Hz, 2H), 3.25-3.5 (m, 6H), (t, 6H, J=6.6 Hz); MS (DCI) m/z 319 (M+H)+; Reactants: CCO, [H][H], COC(=O)c1cccc(C(=O)c2ccc(O)cc2)c1. Yields the product COC(=O)c1cccc(Cc2ccc(O)cc2)c1. As a reaction SMILES: [CH3:22][CH2:23][OH:24].[H:20][H:21].[OH:1][c:2]1[cH:3][cH:4][c:5]([C:6](=[O:7])[c:8]2[cH:9][c:10]([C:11](=[O:12])[O:13][CH3:14])[cH:15][cH:16][cH:17]2)[cH:18][cH:19]1>>[OH:1][c:2]1[cH:3][cH:4][c:5]([CH2:6][c:8]2[cH:9][c:10]([C:11](=[O:12])[O:13][CH3:14])[cH:15][cH:16][cH:17]2)[cH:18][cH:19]1.